From a dataset of the Open Reaction Database (ORD), a public repository of structured organic reaction records. describe an organic reaction: reactants, conditions, products, and yield Reactants: OC1=CC=C(C=O)C=C1 (p-hydroxybenzaldehyde), C(CCCCCCCCCCCCCCCCC)N (n-octadecylamine), C1(=CC=C(C=C1)S(=O)(=O)O)C (p-toluenesulfonic acid). Solvent: C1(=CC=CC=C1)C (toluene). Conditions: time 2 hour. The product is OC1=CC=C(C=NCCCCCCCCCCCCCCCCCC)C=C1 (N-(4-hydroxybenzylidene)-n-octadecylamine). Yield: 75.0%. As a reaction SMILES: [OH:1][C:2]1[CH:9]=[CH:8][C:5]([CH:6]=O)=[CH:4][CH:3]=1.[CH2:10]([NH2:28])[CH2:11][CH2:12][CH2:13][CH2:14][CH2:15][CH2:16][CH2:17][CH2:18][CH2:19][CH2:20][CH2:21][CH2:22][CH2:23][CH2:24][CH2:25][CH2:26][CH3:27].C1(C)C=CC(S(O)(=O)=O)=CC=1>C1(C)C=CC=CC=1>[OH:1][C:2]1[CH:9]=[CH:8][C:5]([CH:6]=[N:28][CH2:10][CH2:11][CH2:12][CH2:13][CH2:14][CH2:15][CH2:16][CH2:17][CH2:18][CH2:19][CH2:20][CH2:21][CH2:22][CH2:23][CH2:24][CH2:25][CH2:26][CH3:27])=[CH:4][CH:3]=1. Reported procedure: Under a nitrogen atmosphere, p-hydroxybenzaldehyde (99.6 g), n-octadecylamine (200.0 g) and p-toluenesulfonic acid (13.4 g) were added to toluene (1200 ml) and the mixture was refluxed with heating and simultaneously the azeotropic water was removed. After about 2 hours, the reaction mixture was cooled to room temperature to precipitate a crystal, which was filtered off under reduced pressure. This crystal was recrystallized from isopropanol to obtain the desired product (207.9 g). Yield 75%; m....